Dataset: the Open Reaction Database (ORD), a public repository of structured organic reaction records. Task: describe an organic reaction: reactants, conditions, products, and yield RXN SMILES: Br[C:2]1[CH:7]=[CH:6][C:5]([O:8][CH3:9])=[CH:4][CH:3]=1.[CH3:10][O:11][C:12]1[CH:17]=[CH:16][C:15]([NH:18][C:19]2[CH:24]=[CH:23][C:22]([O:25][CH3:26])=[CH:21][CH:20]=2)=[CH:14][CH:13]=1.C(P(C(C)(C)C)C(C)(C)C)(C)(C)C>C1(C)C=CC=CC=1.C1C=CC(/C=C/C(/C=C/C2C=CC=CC=2)=O)=CC=1.C1C=CC(/C=C/C(/C=C/C2C=CC=CC=2)=O)=CC=1.[Pd]>[CH3:9][O:8][C:5]1[CH:6]=[CH:7][C:2]([N:18]([C:19]2[CH:24]=[CH:23][C:22]([O:25][CH3:26])=[CH:21][CH:20]=2)[C:15]2[CH:16]=[CH:17][C:12]([O:11][CH3:10])=[CH:13][CH:14]=2)=[CH:3][CH:4]=1 |f:4.5.6|. Reagents/catalysts: C=1C=CC(=CC1)/C=C/C(=O)/C=C/C2=CC=CC=C2.C=1C=CC(=CC1)/C=C/C(=O)/C=C/C2=CC=CC=C2.[Pd] (Pd(dba)2). Starting materials: BrC1=CC=C(C=C1)OC (4-bromoanisole), COC1=CC=C(C=C1)NC1=CC=C(C=C1)OC (di(4-methoxyphenyl)amine), C(C)(C)(C)P(C(C)(C)C)C(C)(C)C (tri-t-butylphosphine). The solvent is C1(=CC=CC=C1)C (toluene). Isolated yield 95.7%. Yields the product COC1=CC=C(C=C1)N(C1=CC=C(C=C1)OC)C1=CC=C(C=C1)OC (tri(4-methoxyphenyl)amine). Reported procedure: The above general procedure was followed using 4-bromoanisole (187 mg, 1.00 mmol) and di(4-methoxyphenyl)amine (229 mg, 1.00 mmol) with 1 mol % Pd(dba)2 and 0.8 mol % tri-t-butylphosphine in 1.5 mL of toluene. After one hour, the reaction mixture was adsorbed onto silica gel and chromatographed with 5% ethyl acetate/hexanes to give 321 mg (96%) of tri(4-methoxyphenyl)amine as a white solid. 1H NMR (500 MHz, C6D6) δ 7.08 (d, J=10 Hz, 6 H), 6.73 (d, J=10 Hz, 6H), 3.31 (s, 9H). 13C NMR (125 MHz, C6... Reaction conditions: time 1 hour.